From a dataset of the Open Reaction Database (ORD), a public repository of structured organic reaction records. describe an organic reaction: reactants, conditions, products, and yield Starting materials: F[B-](F)(F)F, CC(C)(C)OC(=O)N(c1cccnc1)c1nccnc1C(=O)O, CCN(C(C)C)C(C)C, Cc1csc(N)n1, CN(C)C=O, CN(C)C(On1nnc2ccccc21)=[N+](C)C. Product: Cc1csc(NC(=O)c2nccnc2N(C(=O)OC(C)(C)C)c2cccnc2)n1. As a reaction SMILES: [B-:40]([F:41])([F:42])([F:43])[F:44].[C:1]([CH3:2])([CH3:3])([CH3:4])[O:5][C:6](=[O:7])[N:8]([c:9]1[c:10]([C:15](=[O:16])[OH:17])[n:11][cH:12][cH:13][n:14]1)[c:18]1[cH:19][n:20][cH:21][cH:22][cH:23]1.[CH:31]([N:32]([CH2:33][CH3:34])[CH:35]([CH3:36])[CH3:37])([CH3:38])[CH3:39].[NH2:24][c:25]1[s:26][cH:27][c:28]([CH3:30])[n:29]1.[O:62]=[CH:63][N:64]([CH3:65])[CH3:66].[n:45]1([O:46][C:47]([N:48]([CH3:49])[CH3:50])=[N+:51]([CH3:52])[CH3:53])[c:54]2[cH:55][cH:56][cH:57][cH:58][c:59]2[n:60][n:61]1>>[C:1]([CH3:2])([CH3:3])([CH3:4])[O:5][C:6](=[O:7])[N:8]([c:9]1[c:10]([C:15](=[O:17])[NH:24][c:25]2[s:26][cH:27][c:28]([CH3:30])[n:29]2)[n:11][cH:12][cH:13][n:14]1)[c:18]1[cH:19][n:20][cH:21][cH:22][cH:23]1. Reactants: C(C=C)N1CCN(CC1)C1=NC2=CC=CC=C2C(N1)=O (2-(4-allyl-l-piperazinyl)-4(3H)-quinazolinone), Ice water, C(CCCC)I (pentyl iodide), [H-].[Na+] (sodium hydride). Run in CN(C=O)C (N,N-dimethylformamide). Product: C(C=C)N1CCN(CC1)C1=NC2=CC=CC=C2C(=N1)OCCCCC (2-(4-allyl-l-piperazinyl)-4-pentyloxyquinazoline). The yield is 88.2%. As a reaction SMILES: [CH2:1]([N:4]1[CH2:9][CH2:8][N:7]([C:10]2[NH:19][C:18](=[O:20])[C:17]3[C:12](=[CH:13][CH:14]=[CH:15][CH:16]=3)[N:11]=2)[CH2:6][CH2:5]1)[CH:2]=[CH2:3].[CH2:21](I)[CH2:22][CH2:23][CH2:24][CH3:25].[H-].[Na+]>CN(C)C=O>[CH2:1]([N:4]1[CH2:5][CH2:6][N:7]([C:10]2[N:19]=[C:18]([O:20][CH2:21][CH2:22][CH2:23][CH2:24][CH3:25])[C:17]3[C:12](=[CH:13][CH:14]=[CH:15][CH:16]=3)[N:11]=2)[CH2:8][CH2:9]1)[CH:2]=[CH2:3] |f:2.3|. Procedure: In 30 ml of N,N-dimethylformamide was suspended 3.6 g of 2-(4-allyl-l-piperazinyl)-4(3H)-quinazolinone obtained in Example 1. With stirring under ice cooling, 3.6 g of pentyl iodide and 0.95 g of sodium hydride (oily, 60 %) were added to the suspension. The mixture was then stirred at 60° C. for 2.5 hours. Ice water (100 ml) was added to the reaction mixture, and the mixture was extracted with ethyl acetate. The ethyl acetate layer was washed with water, dried over anhydrous magnesium sulfate, a... Starting materials: C(C)OC(=O)C1CC=2C(=CC=C3C=NN(C23)C[C@H](C)N=[N+]=[N-])O1 (1-[(S)-2-Azidopropyl]-7,8-dihydro-1H-furo[2,3-g]indazol-7-carboxylic Acid Ethyl Ester), Cl (HCl), ethyl ester. Reagents/catalysts: [Pd] (palladium-on-carbon). Solvent: CO (methanol), C(C)O (ethanol). Product: C(C)OC(=O)C1CC=2C(=CC=C3C=NN(C23)C[C@H](C)N)O1 (1-[(S)-2-Aminopropyl]-7,8-dihydro-1H-furo[2,3-g]indazol-7-carboxylic Acid Ethyl Ester). Yield: 25.3%. Reaction SMILES: [CH2:1]([O:3][C:4]([CH:6]1[O:23][C:9]2=[CH:10][CH:11]=[C:12]3[C:16]([N:15]([CH2:17][C@@H:18]([N:20]=[N+]=[N-])[CH3:19])[N:14]=[CH:13]3)=[C:8]2[CH2:7]1)=[O:5])[CH3:2].Cl>CO.C(O)C.[Pd]>[CH2:1]([O:3][C:4]([CH:6]1[O:23][C:9]2=[CH:10][CH:11]=[C:12]3[C:16]([N:15]([CH2:17][C@@H:18]([NH2:20])[CH3:19])[N:14]=[CH:13]3)=[C:8]2[CH2:7]1)=[O:5])[CH3:2]. Procedure details: To a solution of the product from Step A (0.13 g, 0.41 mmol) in methanol (20 mL) was added palladium-on-carbon (10%, 0.015 g). This mixture was stirred overnight under an atmosphere of hydrogen (0.4 mL of a 2 N HCl in ethanol was added to protect the ethyl ester). The reaction mixture was filtered and purified by reversed phase HPLC (gradient of acetonitrile in water, 0% to 50% with 0.1% trifluoroacetic acid). The desired fractions were combined, concentrated, treated with 2 N HCl in ethanol (10... Reactants: BrCc1ccccc1, CCNc1ccc(C(C)=O)cc1N=C1SCC(=O)N1Cc1ccccc1, C1CCOC1, C[Si](C)(C)[N-][Si](C)(C)C, [Li+]. The product is CCNc1ccc(C(C)=O)cc1N=C1SC(Cc2ccccc2)C(=O)N1Cc1ccccc1. As a reaction SMILES: [Br:37][CH2:38][c:39]1[cH:40][cH:41][cH:42][cH:43][cH:44]1.[C:1]([CH3:2])(=[O:3])[c:4]1[cH:5][cH:6][c:7]([NH:24][CH2:25][CH3:26])[c:8]([N:10]=[C:11]2[S:12][CH2:13][C:14](=[O:23])[N:15]2[CH2:16][c:17]2[cH:18][cH:19][cH:20][cH:21][cH:22]2)[cH:9]1.[CH2:45]1[O:46][CH2:47][CH2:48][CH2:49]1.[CH3:27][Si:28]([N-:29][Si:30]([CH3:31])([CH3:32])[CH3:33])([CH3:34])[CH3:35].[Li+:36]>>[C:1]([CH3:2])(=[O:3])[c:4]1[cH:5][cH:6][c:7]([NH:24][CH2:25][CH3:26])[c:8]([N:10]=[C:11]2[S:12][CH:13]([CH2:38][c:39]3[cH:40][cH:41][cH:42][cH:43][cH:44]3)[C:14](=[O:23])[N:15]2[CH2:16][c:17]2[cH:18][cH:19][cH:20][cH:21][cH:22]2)[cH:9]1.